This data is from the Open Reaction Database (ORD), a public repository of structured organic reaction records. The task is: describe an organic reaction: reactants, conditions, products, and yield Starting materials: COC(=O)CCCCCCCOc1nc(-c2ccccc2)c(-c2ccccc2)n1-c1ccccc1, CO, [Na+], [OH-], O. Yields the product O=C(O)CCCCCCCOc1nc(-c2ccccc2)c(-c2ccccc2)n1-c1ccccc1. As a reaction SMILES: [CH3:1][O:2][C:3]([CH2:4][CH2:5][CH2:6][CH2:7][CH2:8][CH2:9][CH2:10][O:11][c:12]1[n:13](-[c:29]2[cH:30][cH:31][cH:32][cH:33][cH:34]2)[c:14](-[c:23]2[cH:24][cH:25][cH:26][cH:27][cH:28]2)[c:15](-[c:17]2[cH:18][cH:19][cH:20][cH:21][cH:22]2)[n:16]1)=[O:35].[CH3:38][OH:39].[Na+:37].[OH-:36].[OH2:40]>>[O:2]=[C:3]([CH2:4][CH2:5][CH2:6][CH2:7][CH2:8][CH2:9][CH2:10][O:11][c:12]1[n:13](-[c:29]2[cH:30][cH:31][cH:32][cH:33][cH:34]2)[c:14](-[c:23]2[cH:24][cH:25][cH:26][cH:27][cH:28]2)[c:15](-[c:17]2[cH:18][cH:19][cH:20][cH:21][cH:22]2)[n:16]1)[OH:35]. The reactants are CCOC(=O)Cc1c(Br)[nH]c2cccc([N+](=O)[O-])c12, O=C([O-])[O-], Cc1ccccc1B(O)O, CCO, Cc1ccccc1, [Na+], [Na+], O, c1ccc(P(c2ccccc2)(c2ccccc2)[Pd](P(c2ccccc2)(c2ccccc2)c2ccccc2)(P(c2ccccc2)(c2ccccc2)c2ccccc2)P(c2ccccc2)(c2ccccc2)c2ccccc2)cc1. Product: CCOC(=O)Cc1c(-c2ccccc2C)[nH]c2cccc([N+](=O)[O-])c12. As a reaction SMILES: [Br:1][c:2]1[nH:3][c:4]2[cH:5][cH:6][cH:7][c:8]([N+:17](=[O:18])[O-:19])[c:9]2[c:10]1[CH2:11][C:12](=[O:13])[O:14][CH2:15][CH3:16].[C:30](=[O:31])([O-:32])[O-:33].[CH3:20][c:21]1[c:22]([B:27]([OH:28])[OH:29])[cH:23][cH:24][cH:25][cH:26]1.[CH3:36][CH2:37][OH:38].[CH3:39][c:40]1[cH:41][cH:42][cH:43][cH:44][cH:45]1.[Na+:34].[Na+:35].[OH2:46].[cH:47]1[cH:48][cH:49][c:50]([P:51]([Pd:52]([P:53]([c:54]2[cH:55][cH:56][cH:57][cH:58][cH:59]2)([c:60]2[cH:61][cH:62][cH:63][cH:64][cH:65]2)[c:66]2[cH:67][cH:68][cH:69][cH:70][cH:71]2)([P:72]([c:73]2[cH:74][cH:75][cH:76][cH:77][cH:78]2)([c:79]2[cH:80][cH:81][cH:82][cH:83][cH:84]2)[c:85]2[cH:86][cH:87][cH:88][cH:89][cH:90]2)[P:91]([c:92]2[cH:93][cH:94][cH:95][cH:96][cH:97]2)([c:98]2[cH:99][cH:100][cH:101][cH:102][cH:103]2)[c:104]2[cH:105][cH:106][cH:107][cH:108][cH:109]2)([c:110]2[cH:111][cH:112][cH:113][cH:114][cH:115]2)[c:116]2[cH:117][cH:118][cH:119][cH:120][cH:121]2)[cH:122][cH:123]1>>[c:2]1(-[c:22]2[c:21]([CH3:20])[cH:26][cH:25][cH:24][cH:23]2)[nH:3][c:4]2[cH:5][cH:6][cH:7][c:8]([N+:17](=[O:18])[O-:19])[c:9]2[c:10]1[CH2:11][C:12](=[O:13])[O:14][CH2:15][CH3:16].